This data is from the Open Reaction Database (ORD), a public repository of structured organic reaction records. The task is: describe an organic reaction: reactants, conditions, products, and yield Reactants: S([O-])(O)(=O)=O.[K+] (potassium bisulfate), O (water), C(C)(C)(C)OC(=O)N1[C@H](CC[C@H]1C1=CC=CC=C1)C(=O)N(C)OC (1-tert-butyloxycarbonyl-cis-2-{[methoxy(methyl)amino]carbonyl}-5-phenylpyrrolidine), solution, [H-].[H-].[H-].[H-].[Li+].[Al+3] (LAH). The solvent is CCOC(=O)C (EtOAc), C1CCOC1 (THF), C1CCOC1 (THF). Reaction conditions: temperature 0 celsius, time 30 minute. Product: C(C)(C)(C)OC(=O)N1[C@H](CC[C@H]1C1=CC=CC=C1)C=O (1-tert-butyloxycarbonyl-cis-2-formyl-5-phenylpyrrolidine). As a reaction SMILES: [C:1]([O:5][C:6]([N:8]1[C@H:12]([C:13]2[CH:18]=[CH:17][CH:16]=[CH:15][CH:14]=2)[CH2:11][CH2:10][C@@H:9]1[C:19](N(OC)C)=[O:20])=[O:7])([CH3:4])([CH3:3])[CH3:2].[H-].[H-].[H-].[H-].[Li+].[Al+3].S(=O)(=O)(O)[O-].[K+].O>C1COCC1.CCOC(C)=O>[C:1]([O:5][C:6]([N:8]1[C@H:12]([C:13]2[CH:14]=[CH:15][CH:16]=[CH:17][CH:18]=2)[CH2:11][CH2:10][C@@H:9]1[CH:19]=[O:20])=[O:7])([CH3:4])([CH3:3])[CH3:2] |f:1.2.3.4.5.6,7.8|. Procedure: To a cold (−78° C.) solution of 1-tert-butyloxycarbonyl-cis-2-{[methoxy(methyl)amino]carbonyl}-5-phenylpyrrolidine (1.36 g, 4.07 mmol) in THF (20 mL) under an atmosphere of nitrogen, a 1M solution of LAH in THF (4.07 mL, 4.07 mmol) was added dropwise and the mixture was stirred for 30 min. The mixture was warmed to 0° C. for 30 min and then quenched with potassium bisulfate solution in water (0.969 g, 7.12 mmol). EtOAc was added and the organic phase was separated, washed with brine, dried over ... Reactants: COC(C)(C)C, CC(C)O, CNCC(O)Cc1ccc(Cl)c(C(=O)NCC23CC4CC(CC(C4)C2)C3)c1, O=C(O)c1ccccc1. Product: CNCC(O)Cc1ccc(Cl)c(C(=O)NCC23CC4CC(CC(C4)C2)C3)c1, O=C(O)c1ccccc1. As a reaction SMILES: [CH3:37][O:38][C:39]([CH3:40])([CH3:41])[CH3:42].[CH3:43][CH:44]([OH:45])[CH3:46].[Cl:10][c:11]1[c:12]([C:13](=[O:14])[NH:15][CH2:16][C:17]23[CH2:18][CH:19]4[CH2:20][CH:21]([CH2:22][CH:23]([CH2:24]2)[CH2:25]4)[CH2:26]3)[cH:27][c:28]([CH2:31][CH:32]([CH2:33][NH:34][CH3:35])[OH:36])[cH:29][cH:30]1.[OH:1][C:2](=[O:3])[c:4]1[cH:5][cH:6][cH:7][cH:8][cH:9]1>>[Cl:10][c:11]1[c:12]([C:13](=[O:14])[NH:15][CH2:16][C:17]23[CH2:18][CH:19]4[CH2:20][CH:21]([CH2:22][CH:23]([CH2:24]2)[CH2:25]4)[CH2:26]3)[cH:27][c:28]([CH2:31][CH:32]([CH2:33][NH:34][CH3:35])[OH:36])[cH:29][cH:30]1.[O:1]=[C:2]([OH:3])[c:4]1[cH:5][cH:6][cH:7][cH:8][cH:9]1.